This data is from the Open Reaction Database (ORD), a public repository of structured organic reaction records. The task is: describe an organic reaction: reactants, conditions, products, and yield Reactants: CC(C(=O)OC)(C)C1=NC=C(C=C1[N+](=O)[O-])N1CCOCC1 (methyl 2-methyl-2-(5-morpholino-3-nitropyridin-2-yl)-propanoate), C(C)(=O)O (acetic acid). The reagents and catalysts are [Fe] (iron). Reaction conditions: temperature 80 celsius. Product: CC1(C(NC=2C1=NC=C(C2)N2CCOCC2)=O)C (3,3-dimethyl-6-morpholino-1H-pyrrolo[3,2-b]pyridin-2(3H)-one). As a reaction SMILES: [CH3:1][C:2]([C:8]1[C:13]([N+:14]([O-])=O)=[CH:12][C:11]([N:17]2[CH2:22][CH2:21][O:20][CH2:19][CH2:18]2)=[CH:10][N:9]=1)([CH3:7])[C:3](OC)=[O:4].C(O)(=O)C>[Fe]>[CH3:1][C:2]1([CH3:7])[C:8]2=[N:9][CH:10]=[C:11]([N:17]3[CH2:22][CH2:21][O:20][CH2:19][CH2:18]3)[CH:12]=[C:13]2[NH:14][C:3]1=[O:4]. Procedure details: To a stirred solution of methyl 2-methyl-2-(5-morpholino-3-nitropyridin-2-yl)-propanoate (1.2 g, 3.88 mmol) in acetic acid (22.2 mL, 388 mmol) was added iron powder (1.08 g, 19.40 mmol). The reaction was heated at 80° C. for 2 h. After this time the reaction was cooled to rt and filtered over Celite™. The Celite™ was washed with acetic acid and the combined filtrates were evaporated in vacuo. Purification by column chromatography (hexane:EtOAc, 1:0 to 0:1) gave 3,3-dimethyl-6-morpholino-1H-pyrro... The reactants are C=1(C(OC)=CC=CC1)OC (veratrole), [Li]CCCC (BuLi), CN(C(C1=CC=NC=C1)=O)OC (N-Methyl-N-methoxyisonicotinamide). Solvent: O1CCCC1 (tetrahydrofuran), O1CCCC1 (tetrahydrofuran). Conditions: time 2 hour. Yields the product COC1=C(C(=O)C2=CC=NC=C2)C=CC=C1OC (4-(2,3-Dimethoxybenzoyl)pyridine). Isolated yield 95.3%. As a reaction SMILES: [C:1]1([O:9][CH3:10])[C:2](=[CH:5][CH:6]=[CH:7][CH:8]=1)[O:3][CH3:4].[Li]CCCC.CN(OC)[C:18](=[O:25])[C:19]1[CH:24]=[CH:23][N:22]=[CH:21][CH:20]=1>O1CCCC1>[CH3:4][O:3][C:2]1[C:1]([O:9][CH3:10])=[CH:8][CH:7]=[CH:6][C:5]=1[C:18]([C:19]1[CH:24]=[CH:23][N:22]=[CH:21][CH:20]=1)=[O:25]. Procedure details: A solution of veratrole (8.04 g, 58.2 mmol) in tetrahydrofuran (50 mL) is treated with BuLi (26 mL, 2.5 M in hexane, 65 mmol) at −70° C. After the addition is complete, the reaction mixture is permitted to warm to room temperature and stirred for 2 hours. The mixture is re-cooled to −70° C. and treated with a solution of N-methyl-N-methoxyisonicotinamide (19) (9.15 g, 55.1 mmol) in tetrahydrofuran (30 mL). The resulting slurry is permitted to slowly warm to room temperature over an hour period. ... The reactants are CCOCC, CO, CC1(C)OC(=O)C(CCNc2cc(F)cc(F)c2)O1, O, Cc1ccc(S(=O)(=O)O)cc1. The product is O=C1C(O)CCN1c1cc(F)cc(F)c1. As a reaction SMILES: [CH3:32][CH2:33][O:34][CH2:35][CH3:36].[CH3:37][OH:38].[F:1][c:2]1[cH:3][c:4]([NH:9][CH2:10][CH2:11][CH:12]2[C:13](=[O:19])[O:14][C:15]([CH3:17])([CH3:18])[O:16]2)[cH:5][c:6]([F:8])[cH:7]1.[OH2:20].[c:21]1([CH3:22])[cH:23][cH:24][c:25]([S:26]([OH:27])(=[O:28])=[O:29])[cH:30][cH:31]1>>[F:1][c:2]1[cH:3][c:4]([N:9]2[CH2:10][CH2:11][CH:12]([OH:16])[C:13]2=[O:14])[cH:5][c:6]([F:8])[cH:7]1. Reactants: CCCCCCCN(CC)C(=O)Cc1ccc([N+](=O)[O-])cc1, CO, [H][H]. Yields the product CCCCCCCN(CC)C(=O)Cc1ccc(N)cc1. RXN SMILES: [CH2:1]([CH3:2])[N:3]([C:4]([CH2:5][c:6]1[cH:7][cH:8][c:9]([N+:12]([O-:13])=[O:14])[cH:10][cH:11]1)=[O:15])[CH2:16][CH2:17][CH2:18][CH2:19][CH2:20][CH2:21][CH3:22].[CH3:25][OH:26].[H:23][H:24]>>[CH2:1]([CH3:2])[N:3]([C:4]([CH2:5][c:6]1[cH:7][cH:8][c:9]([NH2:12])[cH:10][cH:11]1)=[O:15])[CH2:16][CH2:17][CH2:18][CH2:19][CH2:20][CH2:21][CH3:22]. Starting materials: C12=CC=C(CC1)C2 (norbornadiene), C(#N)C(C(=O)OCC(C)C)=C (isobutyl 2-cyanoacrylate), [O-]S(=O)(=O)[O-].[Ca+2] (Drierite). Reagents/catalysts: COC1=CC=C(O)C=C1 (hydroquinone monomethyl ether). Reaction conditions: temperature 110 celsius, time 15 minute. Product: C12=CC=C(CC1)C2.C(#N)C(C(=O)OCC(C)C)=C (norbornadiene isobutyl 2-cyanoacrylate). The yield is 48.9%. Reaction SMILES: [O-]S([O-])(=O)=O.[Ca+2].[C:7]12[CH2:13][C:10]([CH2:11][CH2:12]1)=[CH:9][CH:8]=2.[C:14]([C:16](=[CH2:24])[C:17]([O:19][CH2:20][CH:21]([CH3:23])[CH3:22])=[O:18])#[N:15]>COC1C=CC(O)=CC=1>[C:7]12[CH2:13][C:10]([CH2:11][CH2:12]1)=[CH:9][CH:8]=2.[C:14]([C:16](=[CH2:24])[C:17]([O:19][CH2:20][CH:21]([CH3:22])[CH3:23])=[O:18])#[N:15] |f:0.1,5.6|. Procedure: Into a 100 ml. round bottom flask fitted with a condenser, thermometer, magnetic stirring bar, and a Drierite filled drying tube is charged 18.4 g (0.200 mole) norbornadiene, 30.6 g (0.200 mole) isobutyl 2-cyanoacrylate (inhibited with excess sulfur dioxide), and 0.1 g hydroquinone monomethyl ether (MEHQ). The solution is stirred and heated under a nitrogen atmosphere to 110° C. After 15 minutes at 110° C., the solution became cloudy, more viscous, and the reflux rate diminished. The mixture is ... Reactants: CCOC(=O)C=[N+]=[N-], CC(C)=CSc1ccccc1, Cc1ccccc1C. Yields the product CCOC(=O)C1C(Sc2ccccc2)C1(C)C. As a reaction SMILES: [N+:12](=[N-:13])=[CH:14][C:15](=[O:16])[O:17][CH2:18][CH3:19].[c:1]1([S:7][CH:8]=[C:9]([CH3:10])[CH3:11])[cH:2][cH:3][cH:4][cH:5][cH:6]1.[c:20]1([CH3:21])[c:22]([CH3:23])[cH:24][cH:25][cH:26][cH:27]1>>[c:1]1([S:7][CH:8]2[C:9]([CH3:10])([CH3:11])[CH:14]2[C:15](=[O:16])[O:17][CH2:18][CH3:19])[cH:2][cH:3][cH:4][cH:5][cH:6]1. The reactants are CCN=C=NCCCN(C)C, CN1CCNCC1, CN(C)C=O, O, O=C(O)c1ccc2[nH]ccc2c1. The product is CN1CCN(C(=O)c2ccc3[nH]ccc3c2)CC1. As a reaction SMILES: [CH3:13][CH2:14][N:15]=[C:16]=[N:17][CH2:18][CH2:19][CH2:20][N:21]([CH3:22])[CH3:23].[CH3:24][N:25]1[CH2:26][CH2:27][NH:28][CH2:29][CH2:30]1.[O:32]=[CH:33][N:34]([CH3:35])[CH3:36].[OH2:31].[nH:1]1[cH:2][cH:3][c:4]2[cH:5][c:6]([C:10](=[O:11])[OH:12])[cH:7][cH:8][c:9]12>>[nH:1]1[cH:2][cH:3][c:4]2[cH:5][c:6]([C:10](=[O:12])[N:28]3[CH2:27][CH2:26][N:25]([CH3:24])[CH2:30][CH2:29]3)[cH:7][cH:8][c:9]12. The reactants are C(C=C)S (allyl mercaptan), [OH-].[Na+] (sodium hydroxide), C(C)(=O)OC1[C@@H](C(N1)=O)[C@@H](C)O[Si](C(C)(C)C)(C)C (4-acetoxy-3(S)-[1(R)-{dimethyl-{2-methylprop-2-yl}silyloxy}ethyl]azetidin-2-one). Run in O (water), CO (methanol). Reaction conditions: time 30 minute. Yields the product C(C=C)S[C@@H]1[C@H](C(N1)=O)[C@@H](C)O[Si](C(C)(C)C)(C)C (4(R)-Allylthio-3(S)-[1(R)-{dimethyl-{2-methylprop-2-yl}silyloxy}ethyl]azetidin-2-one). As a reaction SMILES: [CH2:1]([SH:4])[CH:2]=[CH2:3].[OH-].[Na+].C(O[CH:11]1[NH:14][C:13](=[O:15])[C@H:12]1[C@H:16]([O:18][Si:19]([CH3:25])([CH3:24])[C:20]([CH3:23])([CH3:22])[CH3:21])[CH3:17])(=O)C>O.CO>[CH2:1]([S:4][C@H:11]1[NH:14][C:13](=[O:15])[C@@H:12]1[C@H:16]([O:18][Si:19]([CH3:24])([CH3:25])[C:20]([CH3:22])([CH3:21])[CH3:23])[CH3:17])[CH:2]=[CH2:3] |f:1.2|. Reported procedure: To a stirred solution of 1.14 ml of allyl mercaptan and 0.4 g of sodium hydroxide in 25 ml of water under an argon atmosphere was added a solution of 2.87 g of 4-acetoxy-3(S)-[1(R)-{dimethyl-{2-methylprop-2-yl}silyloxy}ethyl]azetidin-2-one in 10 ml of methanol. After 30 minutes, the mixture was partitioned between dichloromethane and water. The separated organic layer was washed with water, was dried over magnesium sulphate, evaporated to dryness, and then chromatographed on silica gel. Elution ... Starting materials: CC1=NC(NC(C1)(C)C)(C)C (acetonine), O (water), Cl (hydrogen chloride). Reagents/catalysts: Cl.Cl.CNNC (N,N'-dimethylhydrazine dihydrochloride). Run in CC(=O)C (acetone), CC(=O)C (acetone). The product is CC1(CC(=O)CC(N1)(C)C)C.Cl (triacetonamine hydrochloride). RXN SMILES: [CH3:1][C:2]1[CH2:7][C:6]([CH3:9])([CH3:8])[NH:5][C:4]([CH3:11])([CH3:10])N=1.[OH2:12].[ClH:13]>Cl.Cl.CNNC.CC(C)=O>[CH3:10][C:4]1([CH3:11])[NH:5][C:6]([CH3:9])([CH3:8])[CH2:7][C:2](=[O:12])[CH2:1]1.[ClH:13] |f:3.4.5,7.8|. Reported procedure: A mixture of 83 g of acetonine, 167 g of acetone, 17 g of water and 4.2 g of N,N'-dimethylhydrazine dihydrochloride was reacted at 50°-55° C. for 15 hours and then stripped under reduced pressure, followed by addition of acetone to the light-red residue and hydrogen chloride gas to pH=7. The crystals precipitated were filtered, washed with acetone, and dried to give 72.2 g of triacetonamine hydrochloride. The reactants are FC(C1=C(CN2CCC(CC2)C=O)C=CC(=C1)C(F)(F)F)(F)F (1-[2,4-bis(trifluoromethyl)benzyl]piperidine-4-carbaldehyde), CN(C(CCNC1=NC(SC1)=O)=O)C (N,N-dimethyl-N3-(2-oxo-2,5-dihydro-1,3-thiazol-4-yl)-β-alaninamide), C(C)(=O)[O-].[NH2+]1CCCCC1 (piperidinium acetate). Run in CC(C)O (2-propanol). Run at temperature 80 celsius, time 4 hour. Product: FC(C1=C(CN2CCC(CC2)\C=C/2\C(=NC(S2)=O)NCCC(=O)N(C)C)C=CC(=C1)C(F)(F)F)(F)F (N3-[(5Z)-5-({1-[2,4-bis(trifluoromethyl)benzyl]piperidin-4-yl}methylidene)-2-oxo-2,5-dihydro-1,3-thiazol-4-yl]-N,N-dimethyl-β-alaninamide). Isolated yield 43.3%. As a reaction SMILES: [F:1][C:2]([F:23])([F:22])[C:3]1[CH:17]=[C:16]([C:18]([F:21])([F:20])[F:19])[CH:15]=[CH:14][C:4]=1[CH2:5][N:6]1[CH2:11][CH2:10][CH:9]([CH:12]=O)[CH2:8][CH2:7]1.[CH3:24][N:25]([CH3:37])[C:26](=[O:36])[CH2:27][CH2:28][NH:29][C:30]1[CH2:34][S:33][C:32](=[O:35])[N:31]=1.C([O-])(=O)C.[NH2+]1CCCCC1>CC(O)C>[F:23][C:2]([F:1])([F:22])[C:3]1[CH:17]=[C:16]([C:18]([F:21])([F:20])[F:19])[CH:15]=[CH:14][C:4]=1[CH2:5][N:6]1[CH2:11][CH2:10][CH:9](/[CH:12]=[C:34]2/[C:30]([NH:29][CH2:28][CH2:27][C:26]([N:25]([CH3:24])[CH3:37])=[O:36])=[N:31][C:32](=[O:35])[S:33]/2)[CH2:8][CH2:7]1 |f:2.3|. Reported procedure: To a solution of 1-[2,4-bis(trifluoromethyl)benzyl]piperidine-4-carbaldehyde (520 mg) and N,N-dimethyl-N3-(2-oxo-2,5-dihydro-1,3-thiazol-4-yl)-β-alaninamide (330 mg) in 2-propanol (60 mL) was added piperidinium acetate (223 mg). The reaction mixture was stirred at 80° C. for 4 hr and concentrated. Water was added to the residue, and the mixture was extracted with ethyl acetate. The extract was washed with saturated brine, and dried over anhydrous magnesium sulfate, and the solvent was evaporated...